From a dataset of the Open Reaction Database (ORD), a public repository of structured organic reaction records. describe an organic reaction: reactants, conditions, products, and yield Reactants: BrC=1C(=NC2=CC=C(C=C2N1)C(=O)OC)C1=CC=CC=C1 (methyl 3-bromo-2-phenylquinoxaline-6-carboxylate), FC(OC=1C=C(C=CC1)B(O)O)(F)F (3-(trifluoromethoxy)phenylboronic acid). Product: C1(=CC=CC=C1)C1=NC2=CC=C(C=C2N=C1C1=CC(=CC=C1)OC(F)(F)F)C(=O)O (2-phenyl-3-(3-(trifluoromethoxy)phenyl)quinoxaline-6-carboxylic acid). Isolated yield 56.3%. RXN SMILES: Br[C:2]1[C:3]([C:16]2[CH:21]=[CH:20][CH:19]=[CH:18][CH:17]=2)=[N:4][C:5]2[C:10]([N:11]=1)=[CH:9][C:8]([C:12]([O:14]C)=[O:13])=[CH:7][CH:6]=2.[F:22][C:23]([F:35])([F:34])[O:24][C:25]1[CH:26]=[C:27](B(O)O)[CH:28]=[CH:29][CH:30]=1>>[C:16]1([C:3]2[C:2]([C:27]3[CH:28]=[CH:29][CH:30]=[C:25]([O:24][C:23]([F:22])([F:34])[F:35])[CH:26]=3)=[N:11][C:10]3[C:5](=[CH:6][CH:7]=[C:8]([C:12]([OH:14])=[O:13])[CH:9]=3)[N:4]=2)[CH:17]=[CH:18][CH:19]=[CH:20][CH:21]=1. Procedure details: The product was obtained via a Suzuki coupling reaction using the method previously shown in Example 20, Step 3, using methyl 3-bromo-2-phenylquinoxaline-6-carboxylate (100 mg, 0.29 mmol, 1.00 equiv) and 3-(trifluoromethoxy)phenylboronic acid (89.6 mg, 0.43 mmol, 1.50 equiv) as reactants. Purification via silica gel column (dichloromethane/methanol (10:1)) afforded 67 mg (55%) of 2-phenyl-3-(3-(trifluoromethoxy)phenyl)quinoxaline-6-carboxylic acid as a white solid. Reactants: NC=1N=C(C2=C(N1)SC(=N2)CCC2=CC=C(C=C2)F)N[C@@H]2CN(CC2)C(=O)OC(C)(C)C (5-amino-2-[2-(4-fluorophenyl)ethyl]-7-(1-tert-butoxycarbonyl-pyrrolidin-3-(S) -ylamino)-thiazolo[5,4-d]pyrimidine), FC(C(=O)O)(F)F (trifluoroacetic acid), C(C)(C)N(CC)C(C)C (diisopropylethylamine), ClC1=CC=C(OCC(=O)Cl)C=C1 (4-chlorophenoxyacetyl chloride). The solvent is ClCCl (dichloromethane). Reaction conditions: time 2 hour. Product: NC=1N=C(C2=C(N1)SC(=N2)CCC2=CC=C(C=C2)F)N[C@@H]2CN(CC2)C(COC2=CC=C(C=C2)Cl)=O (5-amino-2-[2-(4-fluorophenyl)ethyl]-7-(1-(4-chlorophenoxyacetyl)pyrrolidin-3-(S)-ylamino)-thiazolo[5,4-d]pyrimidine). Isolated yield 46.8%. Reaction SMILES: [NH2:1][C:2]1[N:3]=[C:4]([NH:20][C@H:21]2[CH2:25][CH2:24][N:23]([C:26](OC(C)(C)C)=[O:27])[CH2:22]2)[C:5]2[N:10]=[C:9]([CH2:11][CH2:12][C:13]3[CH:18]=[CH:17][C:16]([F:19])=[CH:15][CH:14]=3)[S:8][C:6]=2[N:7]=1.FC(F)(F)C(O)=O.C(N(C(C)C)CC)(C)C.[Cl:49][C:50]1[CH:60]=[CH:59][C:53]([O:54][CH2:55]C(Cl)=O)=[CH:52][CH:51]=1>ClCCl>[NH2:1][C:2]1[N:3]=[C:4]([NH:20][C@H:21]2[CH2:25][CH2:24][N:23]([C:26](=[O:27])[CH2:55][O:54][C:53]3[CH:59]=[CH:60][C:50]([Cl:49])=[CH:51][CH:52]=3)[CH2:22]2)[C:5]2[N:10]=[C:9]([CH2:11][CH2:12][C:13]3[CH:14]=[CH:15][C:16]([F:19])=[CH:17][CH:18]=3)[S:8][C:6]=2[N:7]=1. Procedure: To a solution of 5-amino-2-[2-(4-fluorophenyl)ethyl]-7-(1-tert-butoxycarbonyl-pyrrolidin-3-(S) -ylamino)-thiazolo[5,4-d]pyrimidine (70 mg, 0.15 mmol) in dichloromethane (1 ml) was added trifluoroacetic acid (1 ml). The reaction mixture was stirred at room temperature for 2 hours after which the solvents were removed in vacuo. The residue was dissolved in dichloromethane (3 ml) and diisopropylethylamine (1.5 mmol, 252 μL) and 4-chlorophenoxyacetyl chloride (0.17 mmol) were added. The reaction mix... Starting materials: ClCCl (dichloromethane), C(C)(=O)OC1[C@H](OC(C)=O)[C@@H](OC(C)=O)[C@@H](OC(C)=O)[C@H](O1)CCl (tetra-O-acetyl-6-chloro-6-deoxy-D-galactopyranose), C(C)(=O)OC1[C@H](OC(C)=O)[C@@H](OC(C)=O)[C@@H](OC(C)=O)[C@H](O1)CCl (tetra-O-acetyl-6-chloro-6-deoxy-D-galactopyranose), C(C)(=O)O.NN (hydrazine acetate). The solvent is CN(C)C=O (DMF). Conditions: time 1 hour. Product: C(C)(=O)O[C@H]1[C@@H](O)O[C@@H]([C@@H]([C@@H]1OC(C)=O)OC(C)=O)CCl (2,3,4-tri-O-acetyl-6-chloro-6-deoxy-α-D-galactopyranose). Yield: 103.1%. Reaction SMILES: C([O:4][CH:5]1[O:22][C@H:21]([CH2:23][Cl:24])[C@H:16]([O:17][C:18](=[O:20])[CH3:19])[C@H:11]([O:12][C:13](=[O:15])[CH3:14])[C@H:6]1[O:7][C:8](=[O:10])[CH3:9])(=O)C.C(O)(=O)C.NN.ClCCl>CN(C=O)C>[C:8]([O:7][C@@H:6]1[C@@H:11]([O:12][C:13](=[O:15])[CH3:14])[C@@H:16]([O:17][C:18](=[O:20])[CH3:19])[C@@H:21]([CH2:23][Cl:24])[O:22][C@@H:5]1[OH:4])(=[O:10])[CH3:9] |f:1.2|. Procedure: To a solution of tetra-O-acetyl-6-chloro-6-deoxy-D-galactopyranose (compound 54) (6.36 g, 17.3 mmol) in DMF (60 mL) was added hydrazine acetate (2.4 g, 26.0 mmol). The mixture was stirred for 1 hour at room temperature and then 1 L of dichloromethane was added and the resulting solution washed 4 times with water. The organic layer was dried over anhydrous sodium sulfate and evaporated. Flash column chromatography using hexane-ethyl acetate (1:1) as the eluent gave 2,3,4-tri-O-acetyl-6-chloro-6-d... Starting materials: CC(C)(C)OC(=O)CBr, CN(C)C=O, [H-], [Na+], O, Cc1ccc(S(=O)(=O)Nc2ccccc2C(=O)c2ccccc2)cc1. The product is Cc1ccc(S(=O)(=O)N(CC(=O)OC(C)(C)C)c2ccccc2C(=O)c2ccccc2)cc1. As a reaction SMILES: [Br:33][CH2:34][C:35](=[O:36])[O:37][C:38]([CH3:39])([CH3:40])[CH3:41].[CH3:26][N:27]([CH3:28])[CH:29]=[O:30].[H-:31].[Na+:32].[OH2:42].[c:1]1([CH3:25])[cH:2][cH:3][c:4]([S:7](=[O:8])(=[O:9])[NH:10][c:11]2[c:12]([C:13](=[O:14])[c:15]3[cH:16][cH:17][cH:18][cH:19][cH:20]3)[cH:21][cH:22][cH:23][cH:24]2)[cH:5][cH:6]1>>[c:1]1([CH3:25])[cH:2][cH:3][c:4]([S:7](=[O:8])(=[O:9])[N:10]([c:11]2[c:12]([C:13](=[O:14])[c:15]3[cH:16][cH:17][cH:18][cH:19][cH:20]3)[cH:21][cH:22][cH:23][cH:24]2)[CH2:34][C:35](=[O:36])[O:37][C:38]([CH3:39])([CH3:40])[CH3:41])[cH:5][cH:6]1. Reactants: ClC(=O)OC(C)Cl (1-Chloroethyl chloroformate), C(C1=CC=CC=C1)N1C[C@H](O[C@H](C1)C(F)(F)F)C (4-benzyl-cis-2-methyl-6-(trifluoromethyl)morpholine), C(=O)([O-])[O-].[K+].[K+] (K2CO3), FC1=C(C=O)C=C(C=C1)[N+](=O)[O-] (2-fluoro-5-nitrobenzaldehyde), C(C)(C)N(C(C)C)CC (N,N-diisopropylethylamine), CN(CCNC)C (N,N,N′-trimethylethylenediamine). Run in C(Cl)Cl (CH2Cl2). The product is C[C@@H]1CN(C[C@@H](O1)C(F)(F)F)C1=C(C=O)C=C(C=C1)[N+](=O)[O-] (2-[cis-2-Methyl-6-(trifluoromethyl)morpholin-4-yl]-5-nitrobenzaldehyde). Reaction SMILES: ClC(OC(Cl)C)=O.C([N:15]1[CH2:20][C@H:19]([C:21]([F:24])([F:23])[F:22])[O:18][C@H:17]([CH3:25])[CH2:16]1)C1C=CC=CC=1.C(N(CC)C(C)C)(C)C.C([O-])([O-])=O.[K+].[K+].F[C:42]1[CH:49]=[CH:48][C:47]([N+:50]([O-:52])=[O:51])=[CH:46][C:43]=1[CH:44]=[O:45].CN(C)CCNC>C(Cl)Cl>[CH3:25][C@H:17]1[O:18][C@@H:19]([C:21]([F:23])([F:22])[F:24])[CH2:20][N:15]([C:42]2[CH:49]=[CH:48][C:47]([N+:50]([O-:52])=[O:51])=[CH:46][C:43]=2[CH:44]=[O:45])[CH2:16]1 |f:3.4.5|. Reported procedure: 1-Chloroethyl chloroformate (292 μL, 2.68 mmol, Aldrich) is added to a solution of 4-benzyl-cis-2-methyl-6-(trifluoromethyl)morpholine (324 mg, 1.25 mmol) in CH2Cl2 (6 mL) with stirring in an ice bath. The solution is allowed to warm to room temperature and stirred for 16 hours. The solvent is removed by rotary evaporation and the residue is dissolved in methanol (6 mL). This solution is heated to reflux for 4 hours and the methanol is removed by rotary evaporation. The residue is dissolved in C...